Dataset: the Open Reaction Database (ORD), a public repository of structured organic reaction records. Task: describe an organic reaction: reactants, conditions, products, and yield Starting materials: C1(=CC=CC=C1)N(C(=O)OC(=O)C=1C=C2C(=CNC2=CC1)CCNC(OCC1=CC=CC=C1)=O)C1=CC=CC=C1 ([2-[5-[[[(diphenylamino)carbonyl]oxy]carbonyl]-1H-indol-3-yl]ethyl]carbamic acid, phenylmethyl ester), FC(CN)(F)F (2,2,2-trifluoroethylamine). Run at temperature 100 celsius. Yields the product FC(CNC(=O)C=1C=C2C(=CNC2=CC1)CCNC(OCC1=CC=CC=C1)=O)(F)F ([2-[5-[[(2,2,2-Trifluoroethyl)amino]carbonyl]-1H-indol-3-yl]ethyl]carbamic acid, phenylmethyl ester). As a reaction SMILES: C1(N(C2C=CC=CC=2)C([O:10][C:11]([C:13]2[CH:14]=[C:15]3[C:19](=[CH:20][CH:21]=2)[NH:18][CH:17]=[C:16]3[CH2:22][CH2:23][NH:24][C:25](=[O:34])[O:26][CH2:27][C:28]2[CH:33]=[CH:32][CH:31]=[CH:30][CH:29]=2)=O)=O)C=CC=CC=1.[F:41][C:42]([F:46])([F:45])[CH2:43][NH2:44]>>[F:41][C:42]([F:46])([F:45])[CH2:43][NH:44][C:11]([C:13]1[CH:14]=[C:15]2[C:19](=[CH:20][CH:21]=1)[NH:18][CH:17]=[C:16]2[CH2:22][CH2:23][NH:24][C:25](=[O:34])[O:26][CH2:27][C:28]1[CH:33]=[CH:32][CH:31]=[CH:30][CH:29]=1)=[O:10]. Procedure: A mixture of [2-[5-[[[(diphenylamino)carbonyl]oxy]carbonyl]-1H-indol-3-yl]ethyl]carbamic acid, phenylmethyl ester (0.5 g) and 2,2,2-trifluoroethylamine (0.4 ml) was heated at 100° C. for 10 mins. in an autoclave. The mixture was cooled in an ice bath and triturated with cyclohexane (70 ml) to give a cream solid (0.3 g) which was crystallised from ethyl acetate and cyclohexane to give the title compound as an off-white crystalline solid (0.2 g) m.p. 138°-140° C. As a reaction SMILES: [CH2:1]([C:3]1[CH:8]=[CH:7][CH:6]=[C:5](OC)[C:4]=1/[CH:11]=[N:12]/[CH:13]([CH:17]([CH3:19])[CH3:18])[CH:14]([CH3:16])[CH3:15])[CH3:2].[CH2:20]([Li])[CH:21]([CH3:23])[CH3:22]>>[CH2:1]([C:3]1[CH:8]=[CH:7][CH:6]=[C:5]([CH2:20][CH:21]([CH3:23])[CH3:22])[C:4]=1/[CH:11]=[N:12]/[CH:13]([CH:17]([CH3:19])[CH3:18])[CH:14]([CH3:16])[CH3:15])[CH3:2]. The product is C(C)C1=C(C(=CC=C1)CC(C)C)\C=N\C(C(C)C)C(C)C ((E)-[1-(2-Ethyl-6-isobutyl-phenyl)-methylidene]-(1-isopropyl-2-methyl-propyl)-amine). Procedure details: (E)-[1-(2-Ethyl-6-isobutyl-phenyl)-methylidene]-(1-isopropyl-2-methyl-propyl)-amine was prepared from (E)-[1-(2-ethyl-6-methoxy-phenyl)-methylidene]-(1-isopropyl-2-methyl-propyl)-amine (Example 3 a) and isobutyl lithium in analogy to procedure Example 5 a): colourless liquid; NMR (CDCl3, ppm): 0.88 t, 18H (2×(CH3)2C), 1.20 t, 3H(CH3—CH2), 1.88 septett, 1H(CH(CH3)2), 2.08 m, 2H(NCH(CH(CH3)2)2), 2.48 t, 1H(NCH), 2.68 d, 2H (aryl -CH2CH), 2.88 q, 2H(CH3-CH2), 7.00 d, 1H and 7.08 d, 1H and 7.19 t, 1... Starting materials: C(C)C1=C(C(=CC=C1)OC)\C=N\C(C(C)C)C(C)C ((E)-[1-(2-ethyl-6-methoxy-phenyl)-methylidene]-(1-isopropyl-2-methyl-propyl)-amine), C(C(C)C)[Li] (isobutyl lithium), 2H(NCH(CH(CH3)2)2). Starting materials: FC1=CC=CC=C1 (fluorobenzene), C(C)(=O)N1C(C=C(C2=CC(=CC=C12)NC(=O)OC(C)(C)C)C)(C)C (1-acetyl-6-(tert-butoxycarbonyl)amino-1,2-dihydro-2,2,4-trimethylquinoline), [Al+3].[Cl-].[Cl-].[Cl-] (AlCl3). Yields the product C(C)(=O)N1C(CC(C2=CC(=CC=C12)N)(C)C1=CC=C(C=C1)F)(C)C (1-Acetyl-6-amino-4-(4-fluorophenyl)-1,2,3,4-tetrahydro-2,2,4-trimethylquinoline). RXN SMILES: [F:1][C:2]1[CH:7]=[CH:6][CH:5]=[CH:4][CH:3]=1.[C:8]([N:11]1[C:20]2[C:15](=[CH:16][C:17]([NH:21]C(OC(C)(C)C)=O)=[CH:18][CH:19]=2)[C:14]([CH3:29])=[CH:13][C:12]1([CH3:31])[CH3:30])(=[O:10])[CH3:9].[Al+3].[Cl-].[Cl-].[Cl-]>>[C:8]([N:11]1[C:20]2[C:15](=[CH:16][C:17]([NH2:21])=[CH:18][CH:19]=2)[C:14]([C:5]2[CH:6]=[CH:7][C:2]([F:1])=[CH:3][CH:4]=2)([CH3:29])[CH2:13][C:12]1([CH3:30])[CH3:31])(=[O:10])[CH3:9] |f:2.3.4.5|. Procedure details: Friedel-Crafts alkylation of fluorobenzene (2 ml) with 1-acetyl-6-(tert-butoxycarbonyl)amino-1,2-dihydro-2,2,4-trimethylquinoline (25 mg) in the presence of AlCl3 (35 mg) was performed according to the method described in example 3. Reactants: Cc1ccccc1, ClCCl, O=C(O)C(F)(F)F, CC(C)(C)OC(=O)N1CCC2(CC1)CN(C(=O)c1csc(-c3ccccc3)n1)CCO2. Yields the product O=C(c1csc(-c2ccccc2)n1)N1CCOC2(CCNCC2)C1. As a reaction SMILES: [CH3:39][c:40]1[cH:41][cH:42][cH:43][cH:44][cH:45]1.[Cl:46][CH2:47][Cl:48].[OH:1][C:2]([C:3]([F:4])([F:5])[F:6])=[O:7].[c:8]1(-[c:14]2[s:15][cH:16][c:17]([C:19](=[O:20])[N:21]3[CH2:22][CH2:23][O:24][C:25]4([CH2:26]3)[CH2:27][CH2:28][N:29]([C:32]([O:33][C:34]([CH3:35])([CH3:36])[CH3:37])=[O:38])[CH2:30][CH2:31]4)[n:18]2)[cH:9][cH:10][cH:11][cH:12][cH:13]1>>[c:8]1(-[c:14]2[s:15][cH:16][c:17]([C:19](=[O:20])[N:21]3[CH2:22][CH2:23][O:24][C:25]4([CH2:26]3)[CH2:27][CH2:28][NH:29][CH2:30][CH2:31]4)[n:18]2)[cH:9][cH:10][cH:11][cH:12][cH:13]1. Starting materials: CCOC(C)=O, CO, COC(=O)C(Oc1nc(OC)cc(OC)n1)C(C)(N=[N+]=[N-])c1ccccc1. The product is COC(=O)C(Oc1nc(OC)cc(OC)n1)C(C)(N)c1ccccc1. Reaction SMILES: [C:28]([O:29][CH2:30][CH3:31])(=[O:32])[CH3:33].[CH3:34][OH:35].[N:1](=[N+:2]=[N-:3])[C:4]([CH:5]([C:6](=[O:7])[O:8][CH3:9])[O:10][c:11]1[n:12][c:13]([O:19][CH3:20])[cH:14][c:15]([O:17][CH3:18])[n:16]1)([CH3:21])[c:22]1[cH:23][cH:24][cH:25][cH:26][cH:27]1>>[NH2:1][C:4]([CH:5]([C:6](=[O:7])[O:8][CH3:9])[O:10][c:11]1[n:12][c:13]([O:19][CH3:20])[cH:14][c:15]([O:17][CH3:18])[n:16]1)([CH3:21])[c:22]1[cH:23][cH:24][cH:25][cH:26][cH:27]1.